describe an organic reaction: reactants, conditions, products, and yield From a dataset of the Open Reaction Database (ORD), a public repository of structured organic reaction records. Reactants: [Al+3], Cc1sc2c(c1-c1ccc(C(C)(C)C)cc1)C(=O)C(C)C2, CCOCC, [Cl-], [H-], [H-], [H-], [H-], [Li+], [NH4+]. Product: CC1=Cc2c(sc(C)c2-c2ccc(C(C)(C)C)cc2)C1. RXN SMILES: [Al+3:23].[C:1]([CH3:2])([CH3:3])([CH3:4])[c:5]1[cH:6][cH:7][c:8](-[c:11]2[c:12]3[c:13]([s:14][c:15]2[CH3:16])[CH2:17][CH:18]([CH3:21])[C:19]3=[O:20])[cH:9][cH:10]1.[CH3:30][CH2:31][O:32][CH2:33][CH3:34].[Cl-:28].[H-:22].[H-:25].[H-:26].[H-:27].[Li+:24].[NH4+:29]>>[C:1]([CH3:2])([CH3:3])([CH3:4])[c:5]1[cH:6][cH:7][c:8](-[c:11]2[c:12]3[c:13]([s:14][c:15]2[CH3:16])[CH2:17][C:18]([CH3:21])=[CH:19]3)[cH:9][cH:10]1.